This data is from the Open Reaction Database (ORD), a public repository of structured organic reaction records. The task is: describe an organic reaction: reactants, conditions, products, and yield Reaction SMILES: [CH3:1][O:2][C:3](=[O:13])[C:4]1[CH:9]=[CH:8][C:7]([CH2:10][C:11]#[N:12])=[CH:6][CH:5]=1.[OH-].[Na+]>[I-].C([N+](CCCC)(CCCC)CCCC)CCC.C1(C)C=CC=CC=1>[CH3:1][O:2][C:3](=[O:13])[C:4]1[CH:9]=[CH:8][C:7]([C:10]([C:11]#[N:12])=[CH:3][C:4]2[CH:9]=[CH:8][CH:7]=[CH:6][CH:5]=2)=[CH:6][CH:5]=1 |f:1.2,3.4|. Reagents/catalysts: [I-].C(CCC)[N+](CCCC)(CCCC)CCCC (tetrabutylammonium iodide). Run in C1(=CC=CC=C1)C (toluene). The product is COC(C1=CC=C(C=C1)C(=CC1=CC=CC=C1)C#N)=O (4-(1-Cyano-2-phenyl-vinyl)-benzoic acid methyl ester). Procedure: is prepared by treating a toluene solution of 4-cyanomethyl-benzoic acid methyl ester (CAS-Number: 76469-88-0), 4-chlorobenzaldheyde, tetrabutylammonium iodide with an aqueous solution of sodium hydroxide according to the following literature: I. P. Beletskaya, N. S. Gulyukina, M. Ali Ali, A. A. Solov'yanov, O. A. Reutov J. Org. Chem. USSR (Engl. Transl.) 1987, 23, 657-661. The reactants are COC(C1=CC=C(C=C1)CC#N)=O (4-cyanomethyl-benzoic acid methyl ester), [OH-].[Na+] (sodium hydroxide).